Dataset: the Open Reaction Database (ORD), a public repository of structured organic reaction records. Task: describe an organic reaction: reactants, conditions, products, and yield The reactants are ClC=1N=NC(=C(N1)NC1=C(C=CC=C1)S(=O)(=O)C(C)C)Cl (3,6-dichloro-N-[2-(propan-2-ylsulfonyl)phenyl]-1,2,4-triazin-5-amine), C(C)P(=O)(CC)C1=CC(=C(N)C=C1)OC (4-(Diethylphosphoryl)-2-methoxyaniline), C12(C(=O)CC(CC1)C2(C)C)CS(=O)(=O)O (camphorsulfonic acid). Solvent: CC(C)O (2-propanol), ClCCl (dichloromethane). Yields the product ClC1=C(N=C(N=N1)NC1=C(C=C(C=C1)P(=O)(CC)CC)OC)NC1=C(C=CC=C1)S(=O)(=O)C(C)C (6-chloro-N3-[4-(diethylphosphoryl)-2-methoxyphenyl]-N5-[2-(propan-2-ylsulfonyl)phenyl]-1,2,4-triazine-3,5-diamine). As a reaction SMILES: Cl[C:2]1[N:3]=[N:4][C:5]([Cl:21])=[C:6]([NH:8][C:9]2[CH:14]=[CH:13][CH:12]=[CH:11][C:10]=2[S:15]([CH:18]([CH3:20])[CH3:19])(=[O:17])=[O:16])[N:7]=1.[CH2:22]([P:24]([C:28]1[CH:34]=[CH:33][C:31]([NH2:32])=[C:30]([O:35][CH3:36])[CH:29]=1)([CH2:26][CH3:27])=[O:25])[CH3:23].C12(CS(O)(=O)=O)C(C)(C)C(CC1)CC2=O>CC(O)C.ClCCl>[Cl:21][C:5]1[N:4]=[N:3][C:2]([NH:32][C:31]2[CH:33]=[CH:34][C:28]([P:24]([CH2:26][CH3:27])([CH2:22][CH3:23])=[O:25])=[CH:29][C:30]=2[O:35][CH3:36])=[N:7][C:6]=1[NH:8][C:9]1[CH:14]=[CH:13][CH:12]=[CH:11][C:10]=1[S:15]([CH:18]([CH3:20])[CH3:19])(=[O:17])=[O:16]. Procedure details: A mixture of 3,6-dichloro-N-[2-(propan-2-ylsulfonyl)phenyl]-1,2,4-triazin-5-amine (prepared as in Example 106: 0.7 mmol), 4-(Diethylphosphoryl)-2-methoxyaniline (0.7 mmol) and camphorsulfonic acid (0.7 equiv.), is refluxed for 20-48 hours in 2-propanol. The reaction mixture is allowed to cool to room temperature, dissolved in dichloromethane and washed with an aqueous solution of Na2CO3. The dichloromethane extract is dried over MgSO4 and evaporated. The crude product is purified by Prep-HPLC. Starting materials: Cl.OC1=CC=C(C2=C1NC(S2)=O)CCNCCCS(=O)(=O)CCOCCC2=CC=CC=C2 (4-Hydroxy-7-[2-[3-[2-[2-phenylethoxy]ethylsulphonyl]propylamino]ethyl]-1,3-benzothiazol-2(3H)-one hydrochloride), C(O)([O-])=O.[Na+] (sodium hydrogen carbonate). The solvent is solution. The product is OC1=CC=C(C2=C1NC(S2)=O)CCNCCCS(=O)(=O)CCOCCC2=CC=CC=C2 (4-Hydroxy-7-[2-[3-[2-[2-phenylethoxy]ethylsulphonyl]propylamino]ethyl]-1,3-benzothiazol-2(3H)-one). Isolated yield 92.9%. Reaction SMILES: Cl.[OH:2][C:3]1[C:8]2[NH:9][C:10](=[O:12])[S:11][C:7]=2[C:6]([CH2:13][CH2:14][NH:15][CH2:16][CH2:17][CH2:18][S:19]([CH2:22][CH2:23][O:24][CH2:25][CH2:26][C:27]2[CH:32]=[CH:31][CH:30]=[CH:29][CH:28]=2)(=[O:21])=[O:20])=[CH:5][CH:4]=1.C(=O)([O-])O.[Na+]>>[OH:2][C:3]1[C:8]2[NH:9][C:10](=[O:12])[S:11][C:7]=2[C:6]([CH2:13][CH2:14][NH:15][CH2:16][CH2:17][CH2:18][S:19]([CH2:22][CH2:23][O:24][CH2:25][CH2:26][C:27]2[CH:28]=[CH:29][CH:30]=[CH:31][CH:32]=2)(=[O:21])=[O:20])=[CH:5][CH:4]=1 |f:0.1,2.3|. Reported procedure: An aqueous solution (500 ml) of the title compound from Example 20 (4.9 g) was mixed with an excess of aqueous sodium hydrogen carbonate. The free base was extracted with chloroform and the combined extracts were washed with water and dried (MgSO4), filtered and the chloroform removed under reduced pressure to yield the subtitled compound as an off-white solid (4.22 g, 91%). Reactants: ClC1=C(C=C(C=C1)[N+](=O)[O-])C1=C(C=NC=C1)F (4-(2-chloro-5-nitrophenyl)-3-fluoropyridine), C([O-])([O-])=O.[Na+].[Na+] (sodium carbonate). The reagents and catalysts are [Fe] (Iron (0)). Solvent: C(C)(=O)O (acetic acid). Product: ClC1=C(C=C(C=C1)N)C1=C(C=NC=C1)F (4-chloro-3-(3-fluoropyridin-4-yl)benzenamine). As a reaction SMILES: [Cl:1][C:2]1[CH:7]=[CH:6][C:5]([N+:8]([O-])=O)=[CH:4][C:3]=1[C:11]1[CH:16]=[CH:15][N:14]=[CH:13][C:12]=1[F:17].C(=O)([O-])[O-].[Na+].[Na+]>C(O)(=O)C.[Fe]>[Cl:1][C:2]1[CH:7]=[CH:6][C:5]([NH2:8])=[CH:4][C:3]=1[C:11]1[CH:16]=[CH:15][N:14]=[CH:13][C:12]=1[F:17] |f:1.2.3|. Reported procedure: 4-(2-chloro-5-nitrophenyl)-3-fluoropyridine (1 eq) was stirred with Iron (0), (3 eq), in acetic acid for 10 hours at room temperature. Reaction neutralized with sodium carbonate and filtered to remove iron. Reaction partitioned between ethyl acetate and water. Organic layer separated and washed with brine, dried over sodium sulfate and concentrated to give 4-chloro-3-(3-fluoropyridin-4-yl)benzenamine. HPLC=1.72 min; MS: MH+=223. Reactants: ClC=1C=C(C=CC1Cl)CC#N (3,4-dichlorophenylacetonitrile), [Si](C)(C)(C(C)(C)C)OCCBr (2-(t-butyldimethylsilyloxy)-1-bromoethane), [Si](C)(C)(C(C)(C)C)OCCBr (2-(t-butyldimethylsilyloxy)-1-bromoethane), O1CCCC1 (tetrahydrofuran), C[Si](C)(C)[N-][Si](C)(C)C.[Li+] (lithium bis(trimethylsilyl)amide). Solvent: C(C)(=O)OCC.CCCCCC (ethyl acetate hexane). Reaction conditions: time 12 hour. The product is ClC=1C=C(C=CC1Cl)C(C#N)CCO[Si](C)(C)C(C)(C)C (2-(3,4-dichlorophenyl)-4-(t-butyldimethylsilyloxy)butyronitrile). Reaction SMILES: [Cl:1][C:2]1[CH:3]=[C:4]([CH2:9][C:10]#[N:11])[CH:5]=[CH:6][C:7]=1[Cl:8].O1CCCC1.C[Si]([N-][Si](C)(C)C)(C)C.[Li+].[Si:27]([O:34][CH2:35][CH2:36]Br)([C:30]([CH3:33])([CH3:32])[CH3:31])([CH3:29])[CH3:28]>C(OCC)(=O)C.CCCCCC>[Cl:1][C:2]1[CH:3]=[C:4]([CH:9]([CH2:36][CH2:35][O:34][Si:27]([C:30]([CH3:33])([CH3:32])[CH3:31])([CH3:29])[CH3:28])[C:10]#[N:11])[CH:5]=[CH:6][C:7]=1[Cl:8] |f:2.3,5.6|. Procedure details: Combine 3,4-dichlorophenylacetonitrile (10 g, 53.8 mmol) and anhydrous tetrahydrofuran (50 mL). Cool in a dry-ice/acetone bath. Add dropwise a solution of lithium bis(trimethylsilyl)amide (64.5 mL, 1 M in THF, 64.5 mmol). Add dropwise, 2-(t-butyldimethylsilyloxy)-1-bromoethane (15.43 g, 64.5 mmol). When the addition of 2-(t-butyldimethylsilyloxy)-1-bromoethane is complete, warm the reaction mixture to ambient temperature. After 12 hours, partition the reaction mixture between ethyl acetate and w... The reactants are O(C1=CC=CC=C1)CCSCC=1C=C(C=CC1)C1=CC=C(C=C1)C(=O)O (3′-(2-Phenoxy-ethylsulfanylmethyl)-biphenyl-4carboxylic acid), 1,1-carbonyldiimidazole, CN(CCCN)C (3-(dimethylamino)propylamine), CN(CCCNC(=O)C=1C=C(C=CC1)C1=CC=C(C=C1)CSCCOC1=CC=CC=C1)C (4′-(2-phenoxy-ethylsulfanylmethyl)-biphenyl-3-carboxylic acid (3-dimethylamino-propyl)-amide). Solvent: C1CCOC1 (THF). Yields the product CN(CCCNC(=O)C1=CC=C(C=C1)C1=CC(=CC=C1)CSCCOC1=CC=CC=C1)C (3′-(2-Phenoxy-ethylsulfanylmethyl)-bipheny-4-carboxylic acid (3-dimethylamino-propyl)-amide). Reaction SMILES: [CH3:1][N:2]([CH3:32])[CH2:3][CH2:4][CH2:5][NH:6]C(C1C=C(C2C=CC(CSCCOC3C=CC=CC=3)=CC=2)C=CC=1)=O.[O:33]([CH2:40][CH2:41][S:42][CH2:43][C:44]1[CH:45]=[C:46]([C:50]2[CH:55]=[CH:54][C:53]([C:56](O)=[O:57])=[CH:52][CH:51]=2)[CH:47]=[CH:48][CH:49]=1)[C:34]1[CH:39]=[CH:38][CH:37]=[CH:36][CH:35]=1.CN(C)CCCN>C1COCC1>[CH3:1][N:2]([CH3:32])[CH2:3][CH2:4][CH2:5][NH:6][C:56]([C:53]1[CH:52]=[CH:51][C:50]([C:46]2[CH:47]=[CH:48][CH:49]=[C:44]([CH2:43][S:42][CH2:41][CH2:40][O:33][C:34]3[CH:39]=[CH:38][CH:37]=[CH:36][CH:35]=3)[CH:45]=2)=[CH:55][CH:54]=1)=[O:57]. Procedure: 3′-(2-Phenoxy-ethylsulfanylmethyl)-bipheny-4-carboxylic acid (3-dimethylamino-propyl)-amide was synthesized as described for 4′-(2-phenoxy-ethylsulfanylmethyl)-biphenyl-3-carboxylic acid (3-dimethylamino-propyl)-amide. 3′-(2-Phenoxy-ethylsulfanylmethyl)-biphenyl-4carboxylic acid (0.80 g, 2.19 mmol, 1 eq.) in anhydrous THF was treated with 1,1-carbonyldiimidazole (0.36 g, 2.23 mmol, 1.02 eq.) and 3-(dimethylamino)propylamine (0.27 g, 2.63 mmol, 1.2 eq.). When complete, the reaction was worked up ... The reactants are Cc1cc(N2CCNCC2)c2ncccc2c1, Clc1ccc2occ(CCI)c2c1. Yields the product Cc1cc(N2CCN(CCc3coc4ccc(Cl)cc34)CC2)c2ncccc2c1. Reaction SMILES: [CH3:14][c:15]1[cH:16][c:17]2[cH:18][cH:19][cH:20][n:21][c:22]2[c:23]([N:25]2[CH2:26][CH2:27][NH:28][CH2:29][CH2:30]2)[cH:24]1.[Cl:1][c:2]1[cH:3][cH:4][c:5]2[c:6]([c:7]([CH2:10][CH2:11][I:12])[cH:8][o:9]2)[cH:13]1>>[Cl:1][c:2]1[cH:3][cH:4][c:5]2[c:6]([c:7]([CH2:10][CH2:11][N:28]3[CH2:27][CH2:26][N:25]([c:23]4[c:22]5[c:17]([cH:16][c:15]([CH3:14])[cH:24]4)[cH:18][cH:19][cH:20][n:21]5)[CH2:30][CH2:29]3)[cH:8][o:9]2)[cH:13]1.